This data is from the Open Reaction Database (ORD), a public repository of structured organic reaction records. The task is: describe an organic reaction: reactants, conditions, products, and yield The reactants are CC(=O)Cc1ccc(CC2SC(=N)NC2=O)cc1, COCCO, Cl, O. Product: CC(=O)Cc1ccc(CC2SC(=O)NC2=O)cc1. RXN SMILES: [CH2:1]([C:2](=[O:3])[CH3:4])[c:5]1[cH:6][cH:7][c:8]([CH2:9][CH:10]2[C:11](=[O:16])[NH:12][C:13](=[NH:15])[S:14]2)[cH:17][cH:18]1.[CH3:19][O:20][CH2:21][CH2:22][OH:23].[ClH:24].[OH2:25]>>[CH2:1]([C:2](=[O:3])[CH3:4])[c:5]1[cH:6][cH:7][c:8]([CH2:9][CH:10]2[C:11](=[O:16])[NH:12][C:13](=[O:20])[S:14]2)[cH:17][cH:18]1. Starting materials: CCOC(=O)C1(C)CC=C(c2cc(N(COCC[Si](C)(C)C)COCC[Si](C)(C)C)n3ncc(-c4ccc(-c5ccccc5)nc4)c3n2)CC1, CC#N, O=C1CCC(=O)N1Br. Product: CCOC(=O)C1(C)CC=C(c2nc3c(-c4ccc(-c5ccccc5)nc4)cnn3c(N(COCC[Si](C)(C)C)COCC[Si](C)(C)C)c2Br)CC1. As a reaction SMILES: [CH3:1][Si:2]([CH2:3][CH2:4][O:5][CH2:6][N:7]([c:8]1[cH:9][c:10]([C:29]2=[CH:30][CH2:31][C:32]([C:35](=[O:36])[O:37][CH2:38][CH3:39])([CH3:40])[CH2:33][CH2:34]2)[n:11][c:12]2[n:13]1[n:14][cH:15][c:16]2-[c:17]1[cH:18][n:19][c:20](-[c:23]2[cH:24][cH:25][cH:26][cH:27][cH:28]2)[cH:21][cH:22]1)[CH2:41][O:42][CH2:43][CH2:44][Si:45]([CH3:46])([CH3:47])[CH3:48])([CH3:49])[CH3:50].[CH3:59][C:60]#[N:61].[O:51]=[C:52]1[N:53]([Br:58])[C:54](=[O:55])[CH2:56][CH2:57]1>>[CH3:1][Si:2]([CH2:3][CH2:4][O:5][CH2:6][N:7]([c:8]1[c:9]([Br:58])[c:10]([C:29]2=[CH:30][CH2:31][C:32]([C:35](=[O:36])[O:37][CH2:38][CH3:39])([CH3:40])[CH2:33][CH2:34]2)[n:11][c:12]2[n:13]1[n:14][cH:15][c:16]2-[c:17]1[cH:18][n:19][c:20](-[c:23]2[cH:24][cH:25][cH:26][cH:27][cH:28]2)[cH:21][cH:22]1)[CH2:41][O:42][CH2:43][CH2:44][Si:45]([CH3:46])([CH3:47])[CH3:48])([CH3:49])[CH3:50]. The reactants are C(C)(C)(C)OC(CN1C(=C(C2=CC=C(C=C12)C(=O)OC)C1CCCCC1)C1=C(SC=C1)C=O)=O (methyl 1-(2-tert-butoxy-2-oxoethyl)-3-cyclohexyl-2-(2-formyl-3-thienyl)-1H-indole-6-carboxylate), CN(CCN)C (N,N-dimethylethane-1,2-diamine), [BH3-]C#N.[Na+] (NaCNBH3), CC(=O)O (AcOH). The solvent is C1CCOC1 (THF), CCOC(=O)C (EtOAc). Reaction conditions: time 1 hour. Product: C(C)(C)(C)OC(CN1C(=C(C2=CC=C(C=C12)C(=O)OC)C1CCCCC1)C1=C(SC=C1)CNCCN(C)C)=O (methyl 1-(2-tert-butoxy-2-oxoethyl)-3-cyclohexyl-2-[2-({[2-(dimethylamino)ethyl]amino}methyl)-3-thienyl]-1H-indole-6-carboxylate). Reaction SMILES: [C:1]([O:5][C:6](=[O:34])[CH2:7][N:8]1[C:16]2[C:11](=[CH:12][CH:13]=[C:14]([C:17]([O:19][CH3:20])=[O:18])[CH:15]=2)[C:10]([CH:21]2[CH2:26][CH2:25][CH2:24][CH2:23][CH2:22]2)=[C:9]1[C:27]1[CH:31]=[CH:30][S:29][C:28]=1[CH:32]=O)([CH3:4])([CH3:3])[CH3:2].[CH3:35][N:36]([CH3:40])[CH2:37][CH2:38][NH2:39].CC(O)=O.[BH3-]C#N.[Na+]>C1COCC1.CCOC(C)=O>[C:1]([O:5][C:6](=[O:34])[CH2:7][N:8]1[C:16]2[C:11](=[CH:12][CH:13]=[C:14]([C:17]([O:19][CH3:20])=[O:18])[CH:15]=2)[C:10]([CH:21]2[CH2:26][CH2:25][CH2:24][CH2:23][CH2:22]2)=[C:9]1[C:27]1[CH:31]=[CH:30][S:29][C:28]=1[CH2:32][NH:39][CH2:38][CH2:37][N:36]([CH3:40])[CH3:35])([CH3:4])([CH3:3])[CH3:2] |f:3.4|. Procedure details: A solution of methyl 1-(2-tert-butoxy-2-oxoethyl)-3-cyclohexyl-2-(2-formyl-3-thienyl)-1H-indole-6-carboxylate in THF (0.05 M) was treated with N,N-dimethylethane-1,2-diamine (10 eq) and the pH was adjusted to 6 with AcOH; after stirring for 1 h at RT solvent was removed and the residue dissolved in MeOH (0.05M), then NaCNBH3 (1.5 eq) was added and the mixture was stirred during the weekend. The reaction mixture was diluted with EtOAc and washed with water and brine, dried over Na2SO4 and evapora... The reactants are BrCCCNS(=O)(=O)C1=CC=C(C=C1)C#N (N-(3-Bromo-propyl)-4-cyano-benzenesulfonamide), C(C)(C)(C)OC(=O)N1CC2CNCC(C1)O2 (9-oxa-3,7-diaza-bicyclo[3.3.1]nonane-3-carboxylic acid tert-butyl ester), C(=O)([O-])[O-].[K+].[K+] (K2CO3). Run in C(C)#N (acetonitrile). Conditions: temperature 60 celsius, time 8 hour. The product is C(C)(C)(C)OC(=O)N1CC2CN(CC(C1)O2)CCCNS(=O)(=O)C2=CC=C(C=C2)C#N (7-[3-(4-Cyano-benzenesulfonylamino)-propyl]-9-oxa-3,7-diaza-bicyclo[3.3.1]nonane-3-carboxylic acid tert-butyl ester). Isolated yield 50.4%. As a reaction SMILES: Br[CH2:2][CH2:3][CH2:4][NH:5][S:6]([C:9]1[CH:14]=[CH:13][C:12]([C:15]#[N:16])=[CH:11][CH:10]=1)(=[O:8])=[O:7].[C:17]([O:21][C:22]([N:24]1[CH2:31][CH:30]2[O:32][CH:26]([CH2:27][NH:28][CH2:29]2)[CH2:25]1)=[O:23])([CH3:20])([CH3:19])[CH3:18].C([O-])([O-])=O.[K+].[K+]>C(#N)C>[C:17]([O:21][C:22]([N:24]1[CH2:25][CH:26]2[O:32][CH:30]([CH2:29][N:28]([CH2:2][CH2:3][CH2:4][NH:5][S:6]([C:9]3[CH:14]=[CH:13][C:12]([C:15]#[N:16])=[CH:11][CH:10]=3)(=[O:8])=[O:7])[CH2:27]2)[CH2:31]1)=[O:23])([CH3:20])([CH3:18])[CH3:19] |f:2.3.4|. Procedure: A suspension of N-(3-Bromo-propyl)-4-cyano-benzenesulfonamide (6.39 g, 0.021 mol; see step (i) above), 9-oxa-3,7-diaza-bicyclo[3.3.1]nonane-3-carboxylic acid tert-butyl ester (4.32 g, 0.0189 mol see WO 01/28992) and dry K2CO3 (10.16 g, 0.0735 mol) in dry acetonitrile (70 ml) was stirred at 60° C. overnight under N2 atmosphere. The reaction mixture was filtered through celite and filtrate was concentrated under reduced pressure. The residue was purified by column chromatography over silica gel us... The reactants are ClN1C(CCC1=O)=O (N-chloro succinimide), OCCCC1=CC=C(C=C1)[C@@H]1C2=C3CCC(C=C3CC[C@H]2[C@@H]2CCC([C@@]2(C)C1)=O)=O (11β-[4-(3-hydroxypropyl)phenyl]-estra-4.9-diene -3,17-dione), O (water). The solvent is CN(C)C=O (DMF). The product is ClC1=C2CC[C@H]3[C@@H]4CCC[C@@]4(C)C[C@@H](C3=C2CCC1=O)C1=CC=C(C=C1)CCCO (4-chloro-11β-[4-(3-hydroxypropyl)phenyl]estra-4.9-diene-3-one). Yield: 74.7%. RXN SMILES: [OH:1][CH2:2][CH2:3][CH2:4][C:5]1[CH:10]=[CH:9][C:8]([C@H:11]2[CH2:28][C@@:26]3([CH3:27])[C@@H:22]([CH2:23][CH2:24][C:25]3=O)[C@H:21]3[C:12]2=[C:13]2[C:18]([CH2:19][CH2:20]3)=[CH:17][C:16](=[O:30])[CH2:15][CH2:14]2)=[CH:7][CH:6]=1.[Cl:31]N1C(=O)CCC1=O.O>CN(C=O)C>[Cl:31][C:17]1[C:16](=[O:30])[CH2:15][CH2:14][C:13]2[C:18]=1[CH2:19][CH2:20][C@@H:21]1[C:12]=2[C@@H:11]([C:8]2[CH:7]=[CH:6][C:5]([CH2:4][CH2:3][CH2:2][OH:1])=[CH:10][CH:9]=2)[CH2:28][C@@:26]2([CH3:27])[C@H:22]1[CH2:23][CH2:24][CH2:25]2. Procedure: To a solution of 11.9 g of 11β-[4-(3-hydroxypropyl)phenyl]-estra-4.9-diene -3,17-dione prepared to preparation 1 in 100 ml of DMF, under inert atmosphere and at 60° C., 4.93 g of N-chloro succinimide is added and stirred for 10 mn at this temperature. It is poured into water, drawn off, washed, dried, evaporated under reduced pressure until 16.2 g of raw expected product is obtained that is purified by chromatography by eluting with the compound CH2Cl2/Acetone 85/15. 9.34 g of pure expected prod...